Dataset: the Open Reaction Database (ORD), a public repository of structured organic reaction records. Task: describe an organic reaction: reactants, conditions, products, and yield The reactants are Cl.ClC=1C=C(C2=C(CCCO2)C1)C1=NN(C(O1)=O)C1CCNCC1 (5-(6-chloro-3,4-dihydro-2H-benzopyran-8-yl) -3-(piperidin-4-yl) -1,3,4-oxadiazol-2(3H)-one hydrochloride), C1C(CC2=CC=CC=C12)=O (indan-2-one), C(#N)[BH3-].[Na+] (sodium cyanoborohydride), Cl (hydrochloric acid), [OH-].[Na+] (sodium hydroxide). Run in CO (methanol), C(C)(=O)O (acetic acid). Reaction conditions: time 18 hour. The product is Cl.ClC=1C=C(C2=C(CCCO2)C1)C1=NN(C(O1)=O)C1CCN(CC1)C1CC2=CC=CC=C2C1 (5-(6-Chloro-3,4-dihydro-2H-benzopyran-8-yl) -3-[1-(2,3-dihydro-1H-inden-2-yl)piperidin-4-yl]-1,3,4-oxadiazol-2(3H)-one hydrochloride), salt. Reaction SMILES: Cl.[Cl:2][C:3]1[CH:4]=[C:5]([C:13]2[O:17][C:16](=[O:18])[N:15]([CH:19]3[CH2:24][CH2:23][NH:22][CH2:21][CH2:20]3)[N:14]=2)[C:6]2[O:11][CH2:10][CH2:9][CH2:8][C:7]=2[CH:12]=1.[CH2:25]1[C:33]2[C:28](=[CH:29][CH:30]=[CH:31][CH:32]=2)[CH2:27][C:26]1=O.C([BH3-])#N.[Na+].Cl.[OH-].[Na+]>CO.C(O)(=O)C>[ClH:2].[Cl:2][C:3]1[CH:4]=[C:5]([C:13]2[O:17][C:16](=[O:18])[N:15]([CH:19]3[CH2:24][CH2:23][N:22]([CH:26]4[CH2:25][C:33]5[C:28](=[CH:29][CH:30]=[CH:31][CH:32]=5)[CH2:27]4)[CH2:21][CH2:20]3)[N:14]=2)[C:6]2[O:11][CH2:10][CH2:9][CH2:8][C:7]=2[CH:12]=1 |f:0.1,3.4,6.7,10.11|. Procedure: 1.0 g (2.68 mmol) of 5-(6-chloro-3,4-dihydro-2H-benzopyran-8-yl) -3-(piperidin-4-yl) -1,3,4-oxadiazol-2(3H)-one hydrochloride is added to a solution of 1.13 g (8.60 mmol) of indan-2-one in 15 ml of methanol containing 0.169 ml of acetic acid, 0.709 g (1.13 mmol) of sodium cyanoborohydride is added at a temperature of 5° C. and the mixture is stirred for 18 h. 15 ml of aqueous hydrochloric acid are added and, after stirring for 30 min, the mixture is neutralized with 2M aqueous sodium hydroxide. ...